From a dataset of the Open Reaction Database (ORD), a public repository of structured organic reaction records. describe an organic reaction: reactants, conditions, products, and yield Reactants: FC1=CC(=C(C(=O)OC)C=C1)COC (methyl 4-fluoro-2-(methoxymethyl)benzoate), S(O)(O)(=O)=O (sulfuric acid), [N+](=O)([O-])[O-].[K+] (potassium nitrate). Solvent: ice water. Reaction conditions: temperature -10 celsius, time 4 hour. Product: FC1=CC(=C(C(=O)OC)C=C1[N+](=O)[O-])COC (methyl 4-fluoro-2-(methoxymethyl)-5-nitrobenzoate). Isolated yield 87.1%. RXN SMILES: [F:1][C:2]1[CH:11]=[CH:10][C:5]([C:6]([O:8][CH3:9])=[O:7])=[C:4]([CH2:12][O:13][CH3:14])[CH:3]=1.S(=O)(=O)(O)O.[N+:20]([O-])([O-:22])=[O:21].[K+]>>[F:1][C:2]1[C:11]([N+:20]([O-:22])=[O:21])=[CH:10][C:5]([C:6]([O:8][CH3:9])=[O:7])=[C:4]([CH2:12][O:13][CH3:14])[CH:3]=1 |f:2.3|. Procedure: To a mixture of 1.75 g of methyl 4-fluoro-2-(methoxymethyl)benzoate and 8.7 mL of concentrated sulfuric acid was added 964 mg of potassium nitrate over 5 minutes under cooling at −10° C. After stirring at the same temperature for 4 hours and a half, the reaction mixture was added to 300 mL of ice water, followed by stirring. The solid was collected by filtration, washed with water, and dried under reduced pressure to obtain 1.87 g of methyl 4-fluoro-2-(methoxymethyl)-5-nitrobenzoate. The reactants are ClC=1C=C(C=C(C1)Cl)C(=C)C(F)(F)F (3,5-dichloro-1-(1-trifluoromethylethenyl)benzene), C(O)([O-])=O.[K+] (potassium hydrogen carbonate), ClC=1C=C(C=NO)C=CC1C (3-chloro-4-methylbenzaldoxime), ClN1C(CCC1=O)=O (N-chlorosuccinimide). The solvent is O (water), COCCOC (1,2-dimethoxyethane), C(C)(=O)OCC (ethyl acetate). Run at temperature 70 celsius, time 2 hour. Product: ClC=1C=C(C=CC1C)C1=NOC(C1)(C(F)(F)F)C1=CC(=CC(=C1)Cl)Cl (3-(3-chloro-4-methylphenyl)-5-(3,5-dichlorophenyl)-5-trifluoromethyl-4,5-dihydro-isoxazole). The yield is 72.0%. RXN SMILES: [Cl:1][C:2]1[CH:3]=[C:4]([CH:8]=[CH:9][C:10]=1[CH3:11])[CH:5]=[N:6][OH:7].ClN1C(=O)CCC1=O.[Cl:20][C:21]1[CH:22]=[C:23]([C:28]([C:30]([F:33])([F:32])[F:31])=[CH2:29])[CH:24]=[C:25]([Cl:27])[CH:26]=1.C(=O)([O-])O.[K+]>COCCOC.C(OCC)(=O)C.O>[Cl:1][C:2]1[CH:3]=[C:4]([C:5]2[CH2:29][C:28]([C:23]3[CH:24]=[C:25]([Cl:27])[CH:26]=[C:21]([Cl:20])[CH:22]=3)([C:30]([F:31])([F:33])[F:32])[O:7][N:6]=2)[CH:8]=[CH:9][C:10]=1[CH3:11] |f:3.4|. Procedure: In a solution of 10.6 g of 3-chloro-4-methylbenzaldoxime in 60 mL of 1,2-dimethoxyethane, 9.2 g of N-chlorosuccinimide was added, and stirred at 70° C. for 2 hours. Then, the reaction mixture was left and cooled to room temperature, 11.3 g of 3,5-dichloro-1-(1-trifluoromethylethenyl)benzene synthesized in Step 1 of Synthetic Example 1, 15.6 g of potassium hydrogen carbonate and 10 mL of water were added, and continued to stir at room temperature further for 20 hours. After the completion of the ... The yield is 89.3%. Run at time 30 minute. Procedure details: N-(4-Ethoxycarbonylbutyl)-N-methyl-p-phenylenediamine (1.7 g) was dissolved in 1N hydrochloric acid (13.6 ml) and to the solution was added a solution of aluminium sulfate 14-18 hydrate in water (10 ml). The mixture was ice-cooled. A solution of sodium thiosulfate 5 hydrate (2 g) in water (8 ml) was added thereto and further a solution of sodium dichromate 2 hydrate (0.798 g) in water (5 ml) was added dropwise. The resulting mixture was stirred for 30 minutes under ice-cooling. Then acetic acid ... The reactants are S(=O)(=O)([O-])[O-].[Al+3].S(=O)(=O)([O-])[O-].S(=O)(=O)([O-])[O-].[Al+3] (aluminium sulfate), S(=S)(=O)([O-])[O-].[Na+].[Na+] (sodium thiosulfate), [Cr](=O)(=O)([O-])O[Cr](=O)(=O)[O-].[Na+].[Na+] (sodium dichromate), C(C)OC(=O)CCCCN(C1=CC=C(C=C1)N)C (N-(4-Ethoxycarbonylbutyl)-N-methyl-p-phenylenediamine). RXN SMILES: [CH2:1]([O:3][C:4]([CH2:6][CH2:7][CH2:8][CH2:9][N:10]([CH3:18])[C:11]1[CH:16]=[CH:15][C:14]([NH2:17])=[CH:13][CH:12]=1)=[O:5])[CH3:2].S([O-])([O-])(=O)=O.[Al+3].S([O-])([O-])(=O)=O.S([O-])([O-])(=O)=O.[Al+3].[S:36]([O-])([O-:39])(=[O:38])=[S:37].[Na+].[Na+].[Cr](O[Cr]([O-])(=O)=O)([O-])(=O)=O.[Na+].[Na+]>Cl.O.C(O)(=O)C>[NH2:17][C:14]1[CH:15]=[CH:16][C:11]([N:10]([CH2:9][CH2:8][CH2:7][CH2:6][C:4]([O:3][CH2:1][CH3:2])=[O:5])[CH3:18])=[CH:12][C:13]=1[S:36]([OH:39])(=[O:38])=[S:37] |f:1.2.3.4.5,6.7.8,9.10.11|. Yields the product NC1=C(C=C(C=C1)N(C)CCCCC(=O)OCC)S(=S)(=O)O (2-Amino-5-[N-(4-ethoxycarbonylbutyl)-N-methylamino]phenylthiosulfonic acid). The solvent is O (water), O (water), O (water), C(C)(=O)O (acetic acid), Cl (hydrochloric acid).